This data is from the Open Reaction Database (ORD), a public repository of structured organic reaction records. The task is: describe an organic reaction: reactants, conditions, products, and yield The reactants are NC(=O)NCc1ccccc1, C=C(C(=O)O)C(F)(F)F, CN(C)C=O. The product is O=C(NCc1ccccc1)NCC(C(=O)O)C(F)(F)F. Reaction SMILES: [CH2:10]([c:11]1[cH:12][cH:13][cH:14][cH:15][cH:16]1)[NH:17][C:18](=[O:19])[NH2:20].[F:1][C:2]([C:3]([C:4](=[O:5])[OH:6])=[CH2:7])([F:8])[F:9].[O:21]=[CH:22][N:23]([CH3:24])[CH3:25]>>[F:1][C:2]([CH:3]([C:4](=[O:5])[OH:6])[CH2:7][NH:20][C:18]([NH:17][CH2:10][c:11]1[cH:12][cH:13][cH:14][cH:15][cH:16]1)=[O:19])([F:8])[F:9]. Starting materials: Cc1cc([N+](=O)[O-])c(C)cc1Cl, [K+], [K+], O=C([O-])[O-], CN(C)C=O, Oc1ccccc1. The product is Cc1cc([N+](=O)[O-])c(C)cc1Oc1ccccc1. Reaction SMILES: [CH3:8][c:9]1[c:10]([N+:17](=[O:18])[O-:19])[cH:11][c:12]([CH3:16])[c:13]([Cl:15])[cH:14]1.[K+:20].[K+:21].[O-:22][C:23]([O-:24])=[O:25].[O:26]=[CH:27][N:28]([CH3:29])[CH3:30].[OH:1][c:2]1[cH:3][cH:4][cH:5][cH:6][cH:7]1>>[O:1]([c:2]1[cH:3][cH:4][cH:5][cH:6][cH:7]1)[c:13]1[c:12]([CH3:16])[cH:11][c:10]([N+:17](=[O:18])[O-:19])[c:9]([CH3:8])[cH:14]1. The reactants are CCC(CC)O (3-pentanol), [H-].[Na+] (sodium hydride), ClC1=C(C(=NC(=N1)C)C(C#N)(C)C1=C(C=C(C=C1C)C)C)C (2-(6-Chloro-2,5-dimethylpyrimidin-4-yl)-2-(2,4,6-trimethylphenyl)-propionitrile). Run in C1CCOC1 (THF). Run at time 5 minute. Product: C(C)C(CC)OC1=C(C(=NC(=N1)C)C(C#N)(C)C1=C(C=C(C=C1C)C)C)C (2-[6-(1-Ethyl-propoxy)-2,5-dimethylpyrimidin-4-yl]-2-(2,4,6-trimethylphenyl)-propionitrile). Isolated yield 145.8%. RXN SMILES: [CH3:1][CH2:2][CH:3]([OH:6])[CH2:4][CH3:5].[H-].[Na+].Cl[C:10]1[N:15]=[C:14]([CH3:16])[N:13]=[C:12]([C:17]([C:21]2[C:26]([CH3:27])=[CH:25][C:24]([CH3:28])=[CH:23][C:22]=2[CH3:29])([CH3:20])[C:18]#[N:19])[C:11]=1[CH3:30]>C1COCC1>[CH2:2]([CH:3]([O:6][C:10]1[N:15]=[C:14]([CH3:16])[N:13]=[C:12]([C:17]([C:21]2[C:22]([CH3:29])=[CH:23][C:24]([CH3:28])=[CH:25][C:26]=2[CH3:27])([CH3:20])[C:18]#[N:19])[C:11]=1[CH3:30])[CH2:4][CH3:5])[CH3:1] |f:1.2|. Procedure details: To a solution of 3-pentanol (140 mg, 1.59 mmol) in 2 ml of dry THF was added sodium hydride (60% in oil, 38 mg) and the mixture was stirred at room temperature for 5 minutes. 2-(6-Chloro-2,5-dimethylpyrimidin-4-yl)-2-(2,4,6-trimethylphenyl)-propionitrile (100 mg, 0.319 mmol) was added to the reaction mixture, and the resulting mixture was heated at reflux for 4 hours. The mixture was quenched with water and extracted with ethyl acetate. The organic layer was separated, dried and concentrated to ... Reactants: COC=1C=CC2=C(CCN(C(N2)=O)C2CCNCC2)C1 (7-methoxy-3-piperidin-4-yl-1,3,4,5-tetrahydro-1,3-benzodiazepin-2-one), ClC1=NC=CC(=C1)C(=O)C1=CC2=C(N(C(O2)=O)C)C(=C1)C (6-(2-chloro-pyridine-4-carbonyl)-3,4-dimethyl-3H-benzoxazol-2-one). The solvent is CN1CCCC1=O (NMP), CO (MeOH). Product: CN1C(OC2=C1C(=CC(=C2)C(=O)C2=CC(=NC=C2)N2CCC(CC2)N2C(NC1=C(CC2)C=C(C=C1)OC)=O)C)=O (3-[4′-(3,4-dimethyl-2-oxo-2,3-dihydro-benzoxazole-6-carbonyl)-3,4,5,6-tetrahydro-2H-[1,2′]bipyridinyl-4-yl]-7-methoxy-1,3,4,5-tetrahydro-benzo[d][1,3]diazepin-2-one). As a reaction SMILES: [CH3:1][O:2][C:3]1[CH:4]=[CH:5][C:6]2[NH:12][C:11](=[O:13])[N:10]([CH:14]3[CH2:19][CH2:18][NH:17][CH2:16][CH2:15]3)[CH2:9][CH2:8][C:7]=2[CH:20]=1.Cl[C:22]1[CH:27]=[C:26]([C:28]([C:30]2[CH:40]=[C:39]([CH3:41])[C:33]3[N:34]([CH3:38])[C:35](=[O:37])[O:36][C:32]=3[CH:31]=2)=[O:29])[CH:25]=[CH:24][N:23]=1>CN1C(=O)CCC1.CO>[CH3:38][N:34]1[C:33]2[C:39]([CH3:41])=[CH:40][C:30]([C:28]([C:26]3[CH:25]=[CH:24][N:23]=[C:22]([N:17]4[CH2:18][CH2:19][CH:14]([N:10]5[CH2:9][CH2:8][C:7]6[CH:20]=[C:3]([O:2][CH3:1])[CH:4]=[CH:5][C:6]=6[NH:12][C:11]5=[O:13])[CH2:15][CH2:16]4)[CH:27]=3)=[O:29])=[CH:31][C:32]=2[O:36][C:35]1=[O:37]. Reported procedure: 350 mg (1.27 mmol) 7-methoxy-3-piperidin-4-yl-1,3,4,5-tetrahydro-1,3-benzodiazepin-2-one and 180 mg (0.600 mmol) 6-(2-chloro-pyridine-4-carbonyl)-3,4-dimethyl-3H-benzoxazol-2-one were stirred overnight in 3 mL NMP at 120° C. The reaction mixture was diluted with MeOH and purified by preparative HPLC-MS. The fractions containing the product were combined and freeze-dried. Starting materials: FC1=CC=C(C=C1)N1N=C(C2=CC=CC=C12)C1CCNCC1 (1-(4-fluorophenyl)-3-(4-piperidinyl)-1H-indazole), CN=C=S (methyl isothiocyanate). The solvent is C1(=CC=CC=C1)C (toluene). Conditions: time 23 hour. Product: CNC(=S)N1CCC(CC1)C1=NN(C2=CC=CC=C12)C1=CC=C(C=C1)F (N-methyl-4-[1-(4-fluorophenyl)-1H-indazol-3-yl]piperidine-1-carbothioamide). The yield is 55.1%. RXN SMILES: [F:1][C:2]1[CH:7]=[CH:6][C:5]([N:8]2[C:16]3[C:11](=[CH:12][CH:13]=[CH:14][CH:15]=3)[C:10]([CH:17]3[CH2:22][CH2:21][NH:20][CH2:19][CH2:18]3)=[N:9]2)=[CH:4][CH:3]=1.[CH3:23][N:24]=[C:25]=[S:26]>C1(C)C=CC=CC=1>[CH3:23][NH:24][C:25]([N:20]1[CH2:21][CH2:22][CH:17]([C:10]2[C:11]3[C:16](=[CH:15][CH:14]=[CH:13][CH:12]=3)[N:8]([C:5]3[CH:6]=[CH:7][C:2]([F:1])=[CH:3][CH:4]=3)[N:9]=2)[CH2:18][CH2:19]1)=[S:26]. Procedure: A stirred mixture of 4-[1-(4-fluorophenyl)-1H-indazol-3-yl]piperidine-1-carbonitrile of Example 102 (30 g, 0.094 moles) and 25% H2SO4 (225 ml) was refluxed for 20 hours. The mixture was cooled, poured into H2O, and basified with a 25% NaOH solution. The product was extracted (dichloromethane), dried (MgSO4), and concentrated to yield 21 g (76%) of 1-(4-fluorophenyl)-3-(4-piperidinyl)-1H-indazole as an oil. To a stirred suspension of the indazole (4.0 g, 0.0135 moles) in toluene (70 ml) was added...